Task: describe an organic reaction: reactants, conditions, products, and yield. Dataset: the Open Reaction Database (ORD), a public repository of structured organic reaction records Starting materials: CC(=O)O[BH-](OC(C)=O)OC(C)=O, CC(=O)O, Nc1ccc(CN2CCOCC2)cc1, [Na+], C1CCOC1, CC(C)(C)OC(=O)N1CCC(=O)CC1. Yields the product CC(C)(C)OC(=O)N1CCC(Nc2ccc(CN3CCOCC3)cc2)CC1. As a reaction SMILES: [C:34]([O:35][BH-:36]([O:37][C:38](=[O:39])[CH3:40])[O:41][C:42](=[O:43])[CH3:44])(=[O:45])[CH3:46].[CH3:48][C:49](=[O:50])[OH:51].[NH2:1][c:2]1[cH:3][cH:4][c:5]([CH2:6][N:7]2[CH2:8][CH2:9][O:10][CH2:11][CH2:12]2)[cH:13][cH:14]1.[Na+:47].[O:15]1[CH2:16][CH2:17][CH2:18][CH2:19]1.[O:20]=[C:21]1[CH2:22][CH2:23][N:24]([C:27](=[O:28])[O:29][C:30]([CH3:31])([CH3:32])[CH3:33])[CH2:25][CH2:26]1>>[NH:1]([c:2]1[cH:3][cH:4][c:5]([CH2:6][N:7]2[CH2:8][CH2:9][O:10][CH2:11][CH2:12]2)[cH:13][cH:14]1)[CH:21]1[CH2:22][CH2:23][N:24]([C:27](=[O:28])[O:29][C:30]([CH3:31])([CH3:32])[CH3:33])[CH2:25][CH2:26]1. Reactants: [BH4-].[Na+] (sodium borohydride), NC1=C(C(=O)C2=C(C=CC=C2)F)C=C(C=C1)Cl (2-amino-5-chloro-2'-fluorobenzophenone), CO (methanol). Solvent: O (water). Reaction conditions: time 16 hour. Yields the product NC1=C(C(C2=C(C=CC=C2)F)O)C=C(C=C1)Cl (2-amino-5-chloro-2'-fluorobenzhydrol). RXN SMILES: [BH4-].[Na+].[NH2:3][C:4]1[CH:18]=[CH:17][C:16]([Cl:19])=[CH:15][C:5]=1[C:6]([C:8]1[CH:13]=[CH:12][CH:11]=[CH:10][C:9]=1[F:14])=[O:7].CO>O>[NH2:3][C:4]1[CH:18]=[CH:17][C:16]([Cl:19])=[CH:15][C:5]=1[CH:6]([OH:7])[C:8]1[CH:13]=[CH:12][CH:11]=[CH:10][C:9]=1[F:14] |f:0.1|. Procedure: A solution of 18.5 g of sodium borohydride in 125 ml of water is added dropwise at 20° to 25° within 20 minutes to a solution of 124.8 g of 2-amino-5-chloro-2'-fluorobenzophenone. The mixture is stirred for a further 16 hours. 250 ml of methanol are then added thereto and the mixture is heated to boiling under reflux for 15 minutes. After evaporation of the organic solvent, the residue is diluted with water, whereupon the mixture is acidified with hydrochloric acid and extracted with ethyl aceta... Product: C(N)(=N)C1=CC=C2C=3C=CC(=CC3C(C2=C1)O)OC[C@@H]1C[C@H](C(N1CCCC1=CC=CC=C1)=O)CC(=O)O ((3S,5S)-5-[(7-Amidino-9-hydroxy-2-fluorenyl)oxymethyl]-3-carboxymethyl-1-(3-phenylpropyl)-2-pyrrolidinone). Run in C(C)(=O)O (acetic acid). As a reaction SMILES: [C:1]([C:4]1[CH:16]=[C:15]2[C:7]([C:8]3[CH:9]=[CH:10][C:11]([O:18][CH2:19][C@H:20]4[N:24]([CH2:25][CH2:26][CH2:27][C:28]5[CH:33]=[CH:32][CH:31]=[CH:30][CH:29]=5)[C:23](=[O:34])[C@H:22]([CH2:35][C:36]([OH:38])=[O:37])[CH2:21]4)=[CH:12][C:13]=3[C:14]2=[O:17])=[CH:6][CH:5]=1)(=[NH:3])[NH2:2].[H][H]>C(O)(=O)C.[Pd]>[C:1]([C:4]1[CH:16]=[C:15]2[C:7]([C:8]3[CH:9]=[CH:10][C:11]([O:18][CH2:19][C@H:20]4[N:24]([CH2:25][CH2:26][CH2:27][C:28]5[CH:33]=[CH:32][CH:31]=[CH:30][CH:29]=5)[C:23](=[O:34])[C@H:22]([CH2:35][C:36]([OH:38])=[O:37])[CH2:21]4)=[CH:12][C:13]=3[CH:14]2[OH:17])=[CH:6][CH:5]=1)(=[NH:2])[NH2:3]. Procedure details: 0.77 g of (3S,5S)-5-[(7-amidino-9-keto-2-fluorenyl)oxymethyl]-3-carboxymethyl-1-(3-phenylpropyl)-2-pyrrolidinone are dissolved in 15 ml of glacial acetic acid, 0.4 g of 10% palladium/charcoal are added and the mixture is hydrogenated for 24 hours at ambient temperature under 3 bars of hydrogen pressure. The catalyst is filtered off, the filtrate is evaporated down and purified by chromatography over silica gel (eluant:methylene chloride/methanol/glacial acetic acid =3:1:0.1). The crude product o... The reagents and catalysts are [Pd] (palladium/charcoal). The reactants are C(N)(=N)C1=CC=C2C=3C=CC(=CC3C(C2=C1)=O)OC[C@@H]1C[C@H](C(N1CCCC1=CC=CC=C1)=O)CC(=O)O ((3S,5S)-5-[(7-amidino-9-keto-2-fluorenyl)oxymethyl]-3-carboxymethyl-1-(3-phenylpropyl)-2-pyrrolidinone), [H][H] (hydrogen). The reactants are CCCCCBr, OCCCCOc1cccc(F)c1F, [H-], [Na+], CN(C)C=O. Product: CCCCCOCCCCOc1cccc(F)c1F. As a reaction SMILES: [Br:17][CH2:18][CH2:19][CH2:20][CH2:21][CH3:22].[F:3][c:4]1[c:5]([O:6][CH2:7][CH2:8][CH2:9][CH2:10][OH:11])[cH:12][cH:13][cH:14][c:15]1[F:16].[H-:1].[Na+:2].[O:23]=[CH:24][N:25]([CH3:26])[CH3:27]>>[F:3][c:4]1[c:5]([O:6][CH2:7][CH2:8][CH2:9][CH2:10][O:11][CH2:18][CH2:19][CH2:20][CH2:21][CH3:22])[cH:12][cH:13][cH:14][c:15]1[F:16].